Dataset: the Open Reaction Database (ORD), a public repository of structured organic reaction records. Task: describe an organic reaction: reactants, conditions, products, and yield Reactants: Cc1cc(C)c(-n2c(C)nc3c(NCCCl)cc(C)nc32)c(C)c1, CN1CCCC1=O, NC1CCCCC1. Product: Cc1cc(C)c(-n2c(C)nc3c(NCCNC4CCCCC4)cc(C)nc32)c(C)c1. Reaction SMILES: [CH3:1][c:2]1[n:3](-[c:16]2[c:17]([CH3:24])[cH:18][c:19]([CH3:23])[cH:20][c:21]2[CH3:22])[c:4]2[n:5][c:6]([CH3:15])[cH:7][c:8]([NH:11][CH2:12][CH2:13][Cl:14])[c:9]2[n:10]1.[CH3:32][N:33]1[CH2:34][CH2:35][CH2:36][C:37]1=[O:38].[CH:25]1([NH2:31])[CH2:26][CH2:27][CH2:28][CH2:29][CH2:30]1>>[CH3:1][c:2]1[n:3](-[c:16]2[c:17]([CH3:24])[cH:18][c:19]([CH3:23])[cH:20][c:21]2[CH3:22])[c:4]2[n:5][c:6]([CH3:15])[cH:7][c:8]([NH:11][CH2:12][CH2:13][NH:31][CH:25]3[CH2:26][CH2:27][CH2:28][CH2:29][CH2:30]3)[c:9]2[n:10]1. The reactants are CC(C(=O)NC1=C(C=NC=C1)C(=O)C1=C(C=CC=C1)F)(C)C ([4-(2,2-dimethylpropionamido)-3-pyridinyl]-2-fluorophenylmethanone), O.NN (hydrazine monohydrate), ice water. Run in C(C)O (ethanol). Product: CC(C(=O)NC1=C(C=NC=C1)C(=NN)C1=C(C=CC=C1)F)(C)C ([4-(2,2-dimethylpropionamido)-3-pyridinyl]-2-fluorophenylmethanone-hydrazone). Isolated yield 68.2%. Reaction SMILES: [CH3:1][C:2]([CH3:22])([CH3:21])[C:3]([NH:5][C:6]1[CH:11]=[CH:10][N:9]=[CH:8][C:7]=1[C:12]([C:14]1[CH:19]=[CH:18][CH:17]=[CH:16][C:15]=1[F:20])=O)=[O:4].O.[NH2:24][NH2:25]>C(O)C>[CH3:1][C:2]([CH3:22])([CH3:21])[C:3]([NH:5][C:6]1[CH:11]=[CH:10][N:9]=[CH:8][C:7]=1[C:12]([C:14]1[CH:19]=[CH:18][CH:17]=[CH:16][C:15]=1[F:20])=[N:24][NH2:25])=[O:4] |f:1.2|. Reported procedure: A solution of [4-(2,2-dimethylpropionamido)-3-pyridinyl]-2-fluorophenylmethanone (9.8 g) and hydrazine monohydrate (3.3 g) in 100 mL ethanol was stirred at reflux for five hours, cooled, stirred with ice-water and extracted with ethyl acetate-ether. The dried organic layer was filtered and evaporated. The residue was eluted through silica with dichloromethane then 15% ethyl acetate in dichloromethane via flash column chromatography and then was triturated with hexane-ether to yield 7 g of [4-(2,... The reactants are NC=1C=C(C=CC1)N1CCN(CC1)CCC=1N(C(NN1)=O)CC1CCCCC1 (5-{2-[4-(3-aminophenyl)piperazin-1-yl]ethyl}-4-(cyclohexylmethyl)-2,4-dihydro-3H-1,2,4-triazol-3-one), C(C)(=O)Cl (acetyl chloride). The solvent is N1=CC=CC=C1 (pyridine). Conditions: temperature 0 celsius, time 18 hour. Product: C1(CCCCC1)CN1C(=NNC1=O)CCN1CCN(CC1)C=1C=C(C=CC1)NC(C)=O (N-[3-(4-{2-[4-(cyclohexylmethyl)-5-oxo-4,5-dihydro-1H-1,2,4-triazol-3-yl]ethyl}piperazin-1-yl)phenyl]acetamide). The yield is 10.0%. RXN SMILES: [NH2:1][C:2]1[CH:3]=[C:4]([N:8]2[CH2:13][CH2:12][N:11]([CH2:14][CH2:15][C:16]3[N:17]([CH2:22][CH:23]4[CH2:28][CH2:27][CH2:26][CH2:25][CH2:24]4)[C:18](=[O:21])[NH:19][N:20]=3)[CH2:10][CH2:9]2)[CH:5]=[CH:6][CH:7]=1.[C:29](Cl)(=[O:31])[CH3:30]>N1C=CC=CC=1>[CH:23]1([CH2:22][N:17]2[C:18](=[O:21])[NH:19][N:20]=[C:16]2[CH2:15][CH2:14][N:11]2[CH2:10][CH2:9][N:8]([C:4]3[CH:3]=[C:2]([NH:1][C:29](=[O:31])[CH3:30])[CH:7]=[CH:6][CH:5]=3)[CH2:13][CH2:12]2)[CH2:28][CH2:27][CH2:26][CH2:25][CH2:24]1. Procedure details: A solution of 5-{2-[4-(3-aminophenyl)piperazin-1-yl]ethyl}-4-(cyclohexylmethyl)-2,4-dihydro-3H-1,2,4-triazol-3-one D10 (0.13 g, 0.34 mmol) in pyridine (2 mL) was cooled to 0° C. and acetyl chloride (0.025 mL, 0.029 g, 0.36 mmol) was added. The reaction mixture was stirred at 0° C. for 18 hrs and then evaporated to dryness. The residue was purified by flash chromatography (Silica gel 60 Å, 45 μm, 10% methanol in dichloromethane) and afforded 0.015 g (10%) N-[3-(4-{2-[4-(cyclohexylmethyl)-5-oxo-4,...